This data is from the Open Reaction Database (ORD), a public repository of structured organic reaction records. The task is: describe an organic reaction: reactants, conditions, products, and yield Reactants: OC1=CC=C(C(=O)C2=CC=C(C=C2)O)C=C1 (4,4'dihydroxybenzophenone), CC(C(=O)Cl)(C)C (trimethylacetyl chloride). The solvent is N1=CC=CC=C1 (pyridine). The product is C(C(C)(C)C)(=O)OC1=CC=C(C(=O)C2=CC=C(C=C2)OC(C(C)(C)C)=O)C=C1 (4,4'-dipivaloyloxybenzophenone). RXN SMILES: [OH:1][C:2]1[CH:16]=[CH:15][C:5]([C:6]([C:8]2[CH:13]=[CH:12][C:11]([OH:14])=[CH:10][CH:9]=2)=[O:7])=[CH:4][CH:3]=1.[CH3:17][C:18]([CH3:23])([CH3:22])[C:19](Cl)=[O:20]>N1C=CC=CC=1>[C:19]([O:1][C:2]1[CH:16]=[CH:15][C:5]([C:6]([C:8]2[CH:13]=[CH:12][C:11]([O:14][C:19](=[O:20])[C:18]([CH3:23])([CH3:22])[CH3:17])=[CH:10][CH:9]=2)=[O:7])=[CH:4][CH:3]=1)(=[O:20])[C:18]([CH3:23])([CH3:22])[CH3:17]. Procedure: A solution of 10 g of 4,4'dihydroxybenzophenone in pyridine (40 ml) was treated with trimethylacetyl chloride and refluxed for 5 hours. The resultant solution was concentrated under reduced pressure and ETOAc added. The organic layer was washed with H2O, 5% aq. K2CO3, 1% aq. NaOH and dried over MgSO4 and concentrated to give approximately 13 g of a beige solid which was further chromatographed using 7/93 ethyl acetate-toluene to yield 2.83 g (20%) of the monoester (a) and 3.42 g (19%) (b) of the... Reactants: CC1=C(C(C(=C(C1=O)C)C)=O)C(C1=CC=C(C=C(C(=O)OCC)C)C=C1)C=1C=NC=CC1 (Ethyl 4-[3,5,6-trimethyl-1,4-benzoquinon-2-yl-(3-pyridyl)methyl]-α-methylcinnamate), C(O)([O-])=O.[Na+] (sodium hydrogen carbonate). The solvent is Cl (hydrochloric acid). Product: CC1=C(C(C(=C(C1=O)C)C)=O)C(C1=CC=C(C=C(C(=O)O)C)C=C1)C=1C=NC=CC1 (4-[3,5,6-trimethyl-1,4-benzoquinon-2-yl(3-pyridyl)methyl]-α-methylcinnamic acid). Isolated yield 85.6%. As a reaction SMILES: [CH3:1][C:2]1[C:7](=[O:8])[C:6]([CH3:9])=[C:5]([CH3:10])[C:4](=[O:11])[C:3]=1[CH:12]([C:27]1[CH:28]=[N:29][CH:30]=[CH:31][CH:32]=1)[C:13]1[CH:26]=[CH:25][C:16]([CH:17]=[C:18]([CH3:24])[C:19]([O:21]CC)=[O:20])=[CH:15][CH:14]=1.C(=O)([O-])O.[Na+]>Cl>[CH3:1][C:2]1[C:7](=[O:8])[C:6]([CH3:9])=[C:5]([CH3:10])[C:4](=[O:11])[C:3]=1[CH:12]([C:27]1[CH:28]=[N:29][CH:30]=[CH:31][CH:32]=1)[C:13]1[CH:26]=[CH:25][C:16]([CH:17]=[C:18]([CH3:24])[C:19]([OH:21])=[O:20])=[CH:15][CH:14]=1 |f:1.2|. Procedure details: Ethyl 4-[3,5,6-trimethyl-1,4-benzoquinon-2-yl-(3-pyridyl)methyl]-α-methylcinnamate, 1.2 g (2.8 mmol), was dissolved in 20 ml of concentrated hydrochloric acid, and refluxed by heating for 2 hours. After cooling, the reaction mixture was neutralized with a saturated aqueous solution of sodium hydrogen carbonate, and the resulting substance was extracted with ethyl acetate. The extract was washed with water and dried, and the solvent was evaporated off. The residue was purified with silica gel col... Starting materials: C1(=CC=CC=C1)N=C=S (phenyl isothiocyanate), NCCCO (3-amino-1-propanol). Solvent: C1CCOC1 (THF), C1CCOC1 (THF). Run at time 2 hour. Product: OCCCNC(=S)NC1=CC=CC=C1 (1-(3-Hydroxypropyl)-3-phenylthiourea). Isolated yield 36.6%. RXN SMILES: [C:1]1([N:7]=[C:8]=[S:9])[CH:6]=[CH:5][CH:4]=[CH:3][CH:2]=1.[NH2:10][CH2:11][CH2:12][CH2:13][OH:14]>C1COCC1>[OH:14][CH2:13][CH2:12][CH2:11][NH:10][C:8]([NH:7][C:1]1[CH:6]=[CH:5][CH:4]=[CH:3][CH:2]=1)=[S:9]. Procedure: A solution of phenyl isothiocyanate (200 mg) in abs. THF (2 ml) was added dropwise under argon and with stirring to a solution of 3-amino-1-propanol (114.5 mg) in abs. THF (2 ml). The reaction mixture was stirred at room temperature for two hours. After removing the solvent, the residue was dissolved in aqueous HCl and washed with ether. Subsequently, the aqueous phase was basified with potassium carbonate and extracted three times with ether. The combined organic phases were dried over magnesiu... Starting materials: CCOC(=O)N1C(=O)C2(c3ccc(Cl)cc31)C(c1cccc(Cl)c1)CC(=O)NC2c1cccc(C)c1, CO, [Na+], [OH-]. The product is Cc1cccc(C2NC(=O)CC(c3cccc(Cl)c3)C23C(=O)Nc2cc(Cl)ccc23)c1. Reaction SMILES: [CH2:1]([O:2][C:3](=[O:4])[N:6]1[C:7](=[O:36])[C:8]2([c:9]3[cH:10][cH:11][c:12]([Cl:15])[cH:13][c:14]31)[CH:16]([c:29]1[cH:30][c:31]([CH3:35])[cH:32][cH:33][cH:34]1)[NH:17][C:18](=[O:28])[CH2:19][CH:20]2[c:21]1[cH:22][c:23]([Cl:27])[cH:24][cH:25][cH:26]1)[CH3:5].[CH3:39][OH:40].[Na+:38].[OH-:37]>>[NH:6]1[C:7](=[O:36])[C:8]2([c:9]3[cH:10][cH:11][c:12]([Cl:15])[cH:13][c:14]31)[CH:16]([c:29]1[cH:30][c:31]([CH3:35])[cH:32][cH:33][cH:34]1)[NH:17][C:18](=[O:28])[CH2:19][CH:20]2[c:21]1[cH:22][c:23]([Cl:27])[cH:24][cH:25][cH:26]1.